From a dataset of the Open Reaction Database (ORD), a public repository of structured organic reaction records. describe an organic reaction: reactants, conditions, products, and yield Starting materials: CC(=O)[O-].[Na+] (NaOAc), (3S)-tetrahydrofuran-3-amine. HCl, C(C)(C)(C)OC(=O)N(CC(=O)O)CC(C)=O (N-(tert-butoxycarbonyl)-N-(2-oxopropyl)glycine), CCN(C(C)C)C(C)C (DIPEA), [BH-](OC(=O)C)(OC(=O)C)OC(=O)C.[Na+] (NaBH(OAc)3). Solvent: ClCCCl (DCE), CC(=O)O (AcOH). Yields the product C(C)(C)(C)OC(=O)N(CC(=O)O)CC(C)N[C@H]1COCC1 (N-(tert-Butoxycarbonyl)-N-{2-[(3R)-tetrahydrofuran-3-ylamino]propyl}glycine). As a reaction SMILES: [C:1]([O:5][C:6]([N:8]([CH2:13][C:14](=O)[CH3:15])[CH2:9][C:10]([OH:12])=[O:11])=[O:7])([CH3:4])([CH3:3])[CH3:2].CC[N:19]([CH:23]([CH3:25])[CH3:24])C(C)C.[BH-](OC(C)=O)(OC(C)=O)[O:27][C:28](C)=O.[Na+].CC([O-])=O.[Na+]>ClCCCl.CC(O)=O>[C:1]([O:5][C:6]([N:8]([CH2:13][CH:14]([NH:19][C@@H:23]1[CH2:25][CH2:28][O:27][CH2:24]1)[CH3:15])[CH2:9][C:10]([OH:12])=[O:11])=[O:7])([CH3:4])([CH3:3])[CH3:2] |f:2.3,4.5|. Procedure details: To a solution (0.56 M) of (3S)-tetrahydrofuran-3-amine. HCl (prepared as described in Helv. Chim. Acta 2000, 83, 1825-1845) in DCE were added N-(tert-butoxycarbonyl)-N-(2-oxopropyl)glycine (1.3 eq), DIPEA (1 eq), NaBH(OAc)3(2 eq), cat. AcOH and cat. NaOAc. Reaction mixture was irradiated at MW for 20 min at 120° C. DCE was removed under reduced pressure and the residue purified by filtration on silica gel eluting of the desired intermediate with EtOAc. Evaporation of the organic solvent yielded ... The reactants are ClC=1C=C(C=CC1)B(O)O (3-chlorophenylboronic acid), C([O-])([O-])=O.[Na+].[Na+] (sodium carbonate), aqueous solution, BrC1=CC(=C2C=CC3=C(C=C(C4=CC=C1C2=C34)Br)Br)Br (1,3,6,8-tetrabromopyrene). The reagents and catalysts are C=1C=CC(=CC1)[P](C=2C=CC=CC2)(C=3C=CC=CC3)[Pd]([P](C=4C=CC=CC4)(C=5C=CC=CC5)C=6C=CC=CC6)([P](C=7C=CC=CC7)(C=8C=CC=CC8)C=9C=CC=CC9)[P](C=1C=CC=CC1)(C=1C=CC=CC1)C=1C=CC=CC1 (tetrakis(triphenylphosphine)palladium). Solvent: C1=CC=CC=C1 (benzene). Yields the product ClC=1C=C(C=CC1)C1=CC(=C2C=CC3=C(C=C(C4=CC=C1C2=C34)C3=CC(=CC=C3)Cl)C3=CC(=CC=C3)Cl)C3=CC(=CC=C3)Cl (1,3,6,8-tetra(3-chlorophenyl)pyrene). As a reaction SMILES: [Cl:1][C:2]1[CH:3]=[C:4](B(O)O)[CH:5]=[CH:6][CH:7]=1.C(=O)([O-])[O-].[Na+].[Na+].Br[C:18]1[C:31]2[C:32]3=[C:33]4[C:28](=[CH:29][CH:30]=2)[C:27](Br)=[CH:26][C:25](Br)=[C:24]4[CH:23]=[CH:22][C:21]3=[C:20](Br)[CH:19]=1>C1C=CC=CC=1.C1C=CC([P]([Pd]([P](C2C=CC=CC=2)(C2C=CC=CC=2)C2C=CC=CC=2)([P](C2C=CC=CC=2)(C2C=CC=CC=2)C2C=CC=CC=2)[P](C2C=CC=CC=2)(C2C=CC=CC=2)C2C=CC=CC=2)(C2C=CC=CC=2)C2C=CC=CC=2)=CC=1>[Cl:1][C:2]1[CH:3]=[C:4]([C:18]2[C:31]3[C:32]4=[C:33]5[C:28](=[CH:29][CH:30]=3)[C:27]([C:4]3[CH:5]=[CH:6][CH:7]=[C:2]([Cl:1])[CH:3]=3)=[CH:26][C:25]([C:4]3[CH:5]=[CH:6][CH:7]=[C:2]([Cl:1])[CH:3]=3)=[C:24]5[CH:23]=[CH:22][C:21]4=[C:20]([C:6]3[CH:5]=[CH:4][CH:3]=[C:2]([Cl:1])[CH:7]=3)[CH:19]=2)[CH:5]=[CH:6][CH:7]=1 |f:1.2.3,^1:46,48,67,86|. Procedure: 4.4 equivalents of 3-chlorophenylboronic acid, 10 equivalents of sodium carbonate in a 2 mol/L aqueous solution, and 0.12 equivalents of tetrakis(triphenylphosphine)palladium (0) were added to one equivalent of 1,3,6,8-tetrabromopyrene obtained in the same way as for EXAMPLE 1, and the mixture was subjected to heating under refluxing to allow reaction for three hours, using benzene as a solvent. 1,3,6,8-tetra(3-chlorophenyl)pyrene was obtained after deposition and purification through recrystall... The reactants are CC(C)(OC(=O)N([C@H]1[C@@H]([C@H]([C@@H]([C@@H]1OCC1=CC=CC=C1)OCC1=CC=CC=C1)OCC1=CC=CC=C1)C(CC(=O)OCC)O)CC1=CC=C(C=C1)OC)C ([1R,2S,3R,4S,5R]-2-[[(1,1-dimethylethoxy)carbonyl][(4-methoxyphenyl)methyl]amino]-β-hydroxy-3,4,5-tris(phenylmethoxy)-cyclopentanepropanoic acid, ethyl ester), [Cl-].[Na+] (sodium chloride), C(C)#N.O (acetonitrile water), ceric ammonium nitrate. Solvent: O.C(C)(=O)OCC (water ethyl acetate). Conditions: temperature 0 celsius. Product: CC(C)(OC(=O)N[C@H]1[C@@H]([C@H]([C@@H]([C@@H]1OCC1=CC=CC=C1)OCC1=CC=CC=C1)OCC1=CC=CC=C1)C(CC(=O)OCC)O)C ([1R,2S,3R,4S,5R]-2-[[(1,1-Dimethylethoxy]carbonyl]amino]-β-hydroxy-3,4,5-tris(phenylmethoxy)cyclopentanepropanoic acid, ethyl ester). RXN SMILES: [CH3:1][C:2]([CH3:54])([O:4][C:5]([N:7](CC1C=CC(OC)=CC=1)[C@@H:8]1[C@@H:12]([O:13][CH2:14][C:15]2[CH:20]=[CH:19][CH:18]=[CH:17][CH:16]=2)[C@@H:11]([O:21][CH2:22][C:23]2[CH:28]=[CH:27][CH:26]=[CH:25][CH:24]=2)[C@H:10]([O:29][CH2:30][C:31]2[CH:36]=[CH:35][CH:34]=[CH:33][CH:32]=2)[C@H:9]1[CH:37]([OH:44])[CH2:38][C:39]([O:41][CH2:42][CH3:43])=[O:40])=[O:6])[CH3:3].C(#N)C.O.[Cl-].[Na+]>O.C(OCC)(=O)C>[CH3:54][C:2]([CH3:3])([O:4][C:5]([NH:7][C@@H:8]1[C@@H:12]([O:13][CH2:14][C:15]2[CH:16]=[CH:17][CH:18]=[CH:19][CH:20]=2)[C@@H:11]([O:21][CH2:22][C:23]2[CH:24]=[CH:25][CH:26]=[CH:27][CH:28]=2)[C@H:10]([O:29][CH2:30][C:31]2[CH:32]=[CH:33][CH:34]=[CH:35][CH:36]=2)[C@H:9]1[CH:37]([OH:44])[CH2:38][C:39]([O:41][CH2:42][CH3:43])=[O:40])=[O:6])[CH3:1] |f:1.2,3.4,5.6|. Procedure: Dissolve [1R,2S,3R,4S,5R]-2-[[(1,1-dimethylethoxy)carbonyl][(4-methoxyphenyl)methyl]amino]-β-hydroxy-3,4,5-tris(phenylmethoxy)-cyclopentanepropanoic acid, ethyl ester (2.018 g, 2.73 mmol) in a 4:1 mixture of acetonitrile/water (75 mL) and cool to 0° C. with an ice bath. Add ceric ammonium nitrate (4.23 g, 7.72 mmol) and stir for 1 hour. Pour into a mixture of water/ethyl acetate containing sodium chloride, separate the organic phase, wash with dilute sodium hydrogen carbonate and aqueous sodium ... RXN SMILES: [Br:1][C:2]1[C:3]([Cl:21])=[C:4]2[CH:10]=[CH:9][N:8]([Si](C(C)C)(C(C)C)C(C)C)[C:5]2=[N:6][CH:7]=1.CCCC[N+](CCCC)(CCCC)CCCC.[F-].O>C1COCC1>[Br:1][C:2]1[C:3]([Cl:21])=[C:4]2[CH:10]=[CH:9][NH:8][C:5]2=[N:6][CH:7]=1 |f:1.2|. Procedure: 5-Bromo-4-chloro-1-(triisopropylsilyl)-1H-pyrrolo[2,3-b]pyridine (4.1 g, 10.57 mmol, see Example 1) was placed in THF (80 mL) at room temperature. TBAF (1.1 equivalents) was then added, and the reaction was stirred at room temperature for 1 hour. The reaction was then poured into water and extracted with DCM. The combined organic fractions were dried, filtered, and concentrated to give a crude solid. The solid was then suspended in 10:1 hexanes:DCM, and filtered to give the solid product 5-bromo... Isolated yield 89.9%. Reactants: BrC=1C(=C2C(=NC1)N(C=C2)[Si](C(C)C)(C(C)C)C(C)C)Cl (5-Bromo-4-chloro-1-(triisopropylsilyl)-1H-pyrrolo[2,3-b]pyridine), CCCC[N+](CCCC)(CCCC)CCCC.[F-] (TBAF), O (water). Reaction conditions: time 1 hour. Yields the product BrC=1C(=C2C(=NC1)NC=C2)Cl (5-bromo-4-chloro-1H-pyrrolo[2,3-b]pyridine). Run in C1CCOC1 (THF), hexanes.